From a dataset of the Open Reaction Database (ORD), a public repository of structured organic reaction records. describe an organic reaction: reactants, conditions, products, and yield Starting materials: O=C([O-])[O-], Cc1cccc(N2CCNCC2)c1C, Cc1c(Cl)nnc(Cl)c1C, ClC(Cl)Cl, [K+], [K+], O. Yields the product Cc1cccc(N2CCN(c3nnc(Cl)c(C)c3C)CC2)c1C. Reaction SMILES: [C:25](=[O:26])([O-:27])[O-:28].[CH3:11][c:12]1[c:13]([N:19]2[CH2:20][CH2:21][NH:22][CH2:23][CH2:24]2)[cH:14][cH:15][cH:16][c:17]1[CH3:18].[Cl:1][c:2]1[n:3][n:4][c:5]([Cl:10])[c:6]([CH3:9])[c:7]1[CH3:8].[Cl:32][CH:33]([Cl:34])[Cl:35].[K+:29].[K+:30].[OH2:31]>>[Cl:1][c:2]1[n:3][n:4][c:5]([N:22]2[CH2:21][CH2:20][N:19]([c:13]3[c:12]([CH3:11])[c:17]([CH3:18])[cH:16][cH:15][cH:14]3)[CH2:24][CH2:23]2)[c:6]([CH3:9])[c:7]1[CH3:8]. Reactants: [OH-].[Na+] (sodium hydroxide), S(=O)(=O)(O)O.C(C)NC(=N)N (ethylguanidine sulfate), S(=O)(=O)([O-])[O-].[Na+].[Na+] (sodium sulfate), CC1=C(C(=NO1)C1=CC=CC=C1)C(=O)Cl (5-methyl-3-phenyl-4-isoxazoloyl chloride). Solvent: CC(=O)C (acetone), CC(=O)C (acetone). Run at time 2 hour. Product: CC1=C(C(=NO1)C1=CC=CC=C1)C(=O)NC(=N)NCC (1-(5-methyl-3-phenyl-4-isoxazoloyl)3-ethylguanidine). The yield is 85.9%. RXN SMILES: [OH-].[Na+].S(O)(O)(=O)=O.[CH2:8]([NH:10][C:11]([NH2:13])=[NH:12])[CH3:9].S([O-])([O-])(=O)=O.[Na+].[Na+].[CH3:21][C:22]1[O:26][N:25]=[C:24]([C:27]2[CH:32]=[CH:31][CH:30]=[CH:29][CH:28]=2)[C:23]=1[C:33](Cl)=[O:34]>CC(C)=O>[CH3:21][C:22]1[O:26][N:25]=[C:24]([C:27]2[CH:32]=[CH:31][CH:30]=[CH:29][CH:28]=2)[C:23]=1[C:33]([NH:13][C:11]([NH:10][CH2:8][CH3:9])=[NH:12])=[O:34] |f:0.1,2.3,4.5.6|. Procedure details: A mixture of 8.80 g of an aqueous sodium hydroxide solution (50%), ethylguanidine sulfate (14.98 g), and 100 ml of acetone, are stirred for 21/2 hrs at RT. The resulting mixture is then treated with anhydrous sodium sulfate (6.0 g) and stirring is continued for 1 hr. A solution of 5-methyl-3-phenyl-4-isoxazoloyl chloride (11.08 g) in 50 ml acetone is added dropwise and the resulting mixture is stirred overnight at RT. The reaction mixture is filtered, the filtrate diluted with 100 ml of saturate...